From a dataset of the Open Reaction Database (ORD), a public repository of structured organic reaction records. describe an organic reaction: reactants, conditions, products, and yield Starting materials: C1(CC1)/C(=C/C=C/C(=O)O)/C1=CC=C(C=C1)OC ((2E,4Z)-5-cyclopropyl-5-(4-methoxyphenyl)-2,4-pentadienoic acid), [N+](=O)([O-])C1=CC=C(C=C1)O (4-nitrophenol), C1(CCCCC1)N=C=NC1CCCCC1 (1,3-dicyclohexylcarbodiimide). The solvent is ClCCl (dichloromethane). Run at time 18 hour. Product: [N+](=O)([O-])C1=CC=C(C=C1)OC(\C=C\C=C(/C1=CC=C(C=C1)OC)\C1CC1)=O ((2E,4Z)-5-cyclopropyl-5-(4-methoxyphenyl)-2,4-pentadienoic acid 4-nitrophenyl ester). The yield is 65.1%. RXN SMILES: [CH:1]1(/[C:4](/[C:11]2[CH:16]=[CH:15][C:14]([O:17][CH3:18])=[CH:13][CH:12]=2)=[CH:5]/[CH:6]=[CH:7]/[C:8]([OH:10])=[O:9])[CH2:3][CH2:2]1.[N+:19]([C:22]1[CH:27]=[CH:26][C:25](O)=[CH:24][CH:23]=1)([O-:21])=[O:20].C1(N=C=NC2CCCCC2)CCCCC1>ClCCl>[N+:19]([C:22]1[CH:27]=[CH:26][C:25]([O:9][C:8](=[O:10])/[CH:7]=[CH:6]/[CH:5]=[C:4](/[CH:1]2[CH2:3][CH2:2]2)\[C:11]2[CH:16]=[CH:15][C:14]([O:17][CH3:18])=[CH:13][CH:12]=2)=[CH:24][CH:23]=1)([O-:21])=[O:20]. Procedure details: As in Example 115, (2E,4Z)-5-cyclopropyl-5-(4-methoxyphenyl)-2,4-pentadienoic acid (1.95 g) and 4-nitrophenol (1.33 g) in 15mL of dichloromethane was reacted with 1,3-dicyclohexylcarbodiimide (1.66 g) and the mixture was stirred at room temperature for 18 hours. After the work up. the crude ester was crystallized from 2-propanol to furnish 1.9 g of (2E,4Z)-5-cyclopropyl-5-(4-methoxyphenyl)-2,4-pentadienoic acid 4-nitrophenyl ester, mp 115.5°-116.5° C. The reactants are P(=O)(Cl)(Cl)Cl (phosphorus oxychloride), COC1=CC=CC2=C1NC(C=1C(C=3N=CC=CC3C21)=O)=O (4-methoxy-5H-5,8-diaza-benzo[c]fluorene-6,7-dione), COC1=CC=CC2=C1NC(C=1C(C=3C=CC=NC3C21)=O)=O (4-methoxy-5H-5,11-diaza-benzo[c]fluorene-6,7-dione), CN(C)C=O (DMF). Product: ClC1=NC2=C(C=3C=4N=CC=CC4C(C13)=O)C=CC(=C2)OC (6-chloro-3-methoxy-5,11-diaza-benzo[c]fluoren-7-one). Reaction SMILES: COC1C2N[C:10](=[O:21])C3C(=O)C4N=CC=CC=4C=3C=2C=CC=1.CO[C:24]1[C:29]2[NH:30][C:31](=O)[C:32]3[C:33](=[O:41])[C:34]4[CH:35]=[CH:36][CH:37]=[N:38][C:39]=4[C:40]=3[C:28]=2[CH:27]=[CH:26][CH:25]=1.CN(C=O)C.P(Cl)(Cl)([Cl:50])=O>>[Cl:50][C:31]1[C:32]2[C:33](=[O:41])[C:34]3[CH:35]=[CH:36][CH:37]=[N:38][C:39]=3[C:40]=2[C:28]2[CH:27]=[CH:26][C:25]([O:21][CH3:10])=[CH:24][C:29]=2[N:30]=1. Reported procedure: The mixture of 4-methoxy-5H-5,8-diaza-benzo[c]fluorene-6,7-dione and 4-methoxy-5H-5,11-diaza-benzo[c]fluorene-6,7-dione (54 mg) obtained above and DMF (0.1 ml) were suspended in phosphorus oxychloride (2 ml) and refluxed for three hours. Excess phosphorus oxychloride was evaporated under reduced pressure. The residue was treated with water and saturated sodium hydrogen carbonate to adjust the pH about 7. Orange ppt was collected with suction and washed water. The ppt was purified by silica gel c...